This data is from the Open Reaction Database (ORD), a public repository of structured organic reaction records. The task is: describe an organic reaction: reactants, conditions, products, and yield Reactants: CN1CCC(CC1)CCN (2-(1-Methylpiperidin-4-yl)ethanamine), C(C)(C)N(C(C)C)CC (N,N-diisopropylethylamine), FC1=C(C=C(C=C1)C=1C2=C(N=C(N1)C#N)NC=C2)C(F)(F)F (4-[4-fluoro-3-(trifluoromethyl)phenyl]-7H-pyrrolo[2,3-d]pyrimidine-2-carbonitrile). Solvent: CN1C(CCC1)=O (N-methylpyrrolidone). Run at temperature 140 celsius, time 1 hour. Yields the product CN1CCC(CC1)CCNC1=C(C=C(C=C1)C=1C2=C(N=C(N1)C#N)NC=C2)C(F)(F)F (4-[4-{[2-(1-methylpiperidin-4-yl)ethyl]amino}-3-(trifluoromethyl)phenyl]-7H-pyrrolo[2,3-d]pyrimidine-2-carbonitrile). Yield: 47.2%. Reaction SMILES: [CH3:1][N:2]1[CH2:7][CH2:6][CH:5]([CH2:8][CH2:9][NH2:10])[CH2:4][CH2:3]1.C(N(CC)C(C)C)(C)C.F[C:21]1[CH:26]=[CH:25][C:24]([C:27]2[C:28]3[CH:37]=[CH:36][NH:35][C:29]=3[N:30]=[C:31]([C:33]#[N:34])[N:32]=2)=[CH:23][C:22]=1[C:38]([F:41])([F:40])[F:39]>CN1CCCC1=O>[CH3:1][N:2]1[CH2:7][CH2:6][CH:5]([CH2:8][CH2:9][NH:10][C:21]2[CH:26]=[CH:25][C:24]([C:27]3[C:28]4[CH:37]=[CH:36][NH:35][C:29]=4[N:30]=[C:31]([C:33]#[N:34])[N:32]=3)=[CH:23][C:22]=2[C:38]([F:39])([F:40])[F:41])[CH2:4][CH2:3]1. Reported procedure: 2-(1-Methylpiperidin-4-yl)ethanamine (93 mg) and N,N-diisopropylethylamine (0.22 mL) were added to a mixture of 4-[4-fluoro-3-(trifluoromethyl)phenyl]-7H-pyrrolo[2,3-d]pyrimidine-2-carbonitrile (100 mg) and N-methylpyrrolidone (2 mL), and the mixture was stirred at 140° C. for 1 hour under microwave irradiation. After the reaction mixture was cooled to room temperature, the reaction mixture was purified by silica gel column chromatography (CHCl3:MeOH=98:2 to 85:15), whereby 4-[4-{[2-(1-methylpip... Reactants: [Ag+], CC(C)(C)c1cccc(C(C)(C)C)n1, OCCc1cccc(C(F)(F)F)c1, O=S(=O)([O-])C(F)(F)F, CCOC(=O)CI. The product is CCOC(=O)COCCc1cccc(C(F)(F)F)c1. Reaction SMILES: [Ag+:43].[C:21]([c:22]1[cH:23][cH:24][cH:25][c:26]([C:27]([CH3:28])([CH3:29])[CH3:30])[n:31]1)([CH3:32])([CH3:33])[CH3:34].[F:1][C:2]([c:3]1[cH:4][c:5]([CH2:9][CH2:10][OH:11])[cH:6][cH:7][cH:8]1)([F:12])[F:13].[F:35][C:36]([F:37])([F:38])[S:39]([O-:40])(=[O:41])=[O:42].[I:14][CH2:15][C:16](=[O:17])[O:18][CH2:19][CH3:20]>>[F:1][C:2]([c:3]1[cH:4][c:5]([CH2:9][CH2:10][O:11][CH2:15][C:16](=[O:17])[O:18][CH2:19][CH3:20])[cH:6][cH:7][cH:8]1)([F:12])[F:13]. Starting materials: Cl.Cl.Cl.COC=1C=C(C=CC1N1C=NC(=C1)C)NC=1SC=2CNCCC2N1 ([3-methoxy-4-(4-methyl-imidazol-1-yl)-phenyl]-(4,5,6,7-tetrahydro-thiazolo[5,4-c]pyridin-2-yl)-amine trihydrochloride), CS(=O)(=O)Cl (methanesulfonyl chloride), ( 100 ). The product is CS(=O)(=O)N1CC2=C(CC1)N=C(S2)NC2=CC(=C(C=C2)N2C=NC(=C2)C)OC ((5-Methanesulfonyl-4,5,6,7-tetrahydro-thiazolo[5,4-c]pyridin-2-yl)-[3-methoxy-4-(4-methyl-imidazol-1-yl)-phenyl]-amine). RXN SMILES: Cl.Cl.Cl.[CH3:4][O:5][C:6]1[CH:7]=[C:8]([NH:18][C:19]2[S:20][C:21]3[CH2:22][NH:23][CH2:24][CH2:25][C:26]=3[N:27]=2)[CH:9]=[CH:10][C:11]=1[N:12]1[CH:16]=[C:15]([CH3:17])[N:14]=[CH:13]1.[CH3:28][S:29](Cl)(=[O:31])=[O:30]>>[CH3:28][S:29]([N:23]1[CH2:24][CH2:25][C:26]2[N:27]=[C:19]([NH:18][C:8]3[CH:9]=[CH:10][C:11]([N:12]4[CH:16]=[C:15]([CH3:17])[N:14]=[CH:13]4)=[C:6]([O:5][CH3:4])[CH:7]=3)[S:20][C:21]=2[CH2:22]1)(=[O:31])=[O:30] |f:0.1.2.3|. Reported procedure: The title compound was prepared in analogy to example 45 from 90 mg (0.2 mmol) [3-methoxy-4-(4-methyl-imidazol-1-yl)-phenyl]-(4,5,6,7-tetrahydro-thiazolo[5,4-c]pyridin-2-yl)-amine trihydrochloride and 23 mg (0.2 mmol) methanesulfonyl chloride yielding 39 mg (46%) (5-methanesulfonyl-4,5,6,7-tetrahydro-thiazolo[5,4-c]pyridin-2-yl)-[3-methoxy-4-(4-methyl-imidazol-1-yl)-phenyl]-amine as a yellow solid. MS ISP (m/e): 420.1 (100) (M+H)+. 1H NMR (DMSO-D6, 250 MHz): δ (ppm)=10.38 (s, 1H), 7.65 (s, 1H), ... Yields the product COC(C1=CC(=CC=C1)COC1=CC=C(C=C1)C1=C(C=C(C(=C1)F)F)F)=O (3-(2′,4′,5′-trifluoro-biphenyl-4-yloxymethyl)-benzoic acid methyl ester). Procedure details: Bis(tricyclohexylphosphine)palladium (200 mg, 0.3 mmol) was added to a stirred solution of 3-(4-iodo-phenoxymethyl)-benzoic acid methyl ester (3.68 g, 10 mmol), potassium carbonate (2.76 g, 20 mmol) and 2,4,5-trifluorophenylboronic acid (3.5 g, 20 mmol) in 100 mL dioxane and 10 mL H2O were reacted as above and purified by flash chromatography with a gradient of 0-5% ethyl acetate in hexanes to give 2.9 g (77.9%) of 3-(2′,4′,5′-trifluoro-biphenyl-4-yloxymethyl)-benzoic acid methyl ester. Reactants: Bis(tricyclohexylphosphine)palladium, COC(C1=CC(=CC=C1)COC1=CC=C(C=C1)I)=O (3-(4-iodo-phenoxymethyl)-benzoic acid methyl ester), C([O-])([O-])=O.[K+].[K+] (potassium carbonate), FC1=C(C=C(C(=C1)F)F)B(O)O (2,4,5-trifluorophenylboronic acid). The solvent is O1CCOCC1 (dioxane), O (H2O). Yield: 77.9%. RXN SMILES: [CH3:1][O:2][C:3](=[O:19])[C:4]1[CH:9]=[CH:8][CH:7]=[C:6]([CH2:10][O:11][C:12]2[CH:17]=[CH:16][C:15](I)=[CH:14][CH:13]=2)[CH:5]=1.C(=O)([O-])[O-].[K+].[K+].[F:26][C:27]1[CH:32]=[C:31]([F:33])[C:30]([F:34])=[CH:29][C:28]=1B(O)O>O1CCOCC1.O>[CH3:1][O:2][C:3](=[O:19])[C:4]1[CH:9]=[CH:8][CH:7]=[C:6]([CH2:10][O:11][C:12]2[CH:17]=[CH:16][C:15]([C:28]3[CH:29]=[C:30]([F:34])[C:31]([F:33])=[CH:32][C:27]=3[F:26])=[CH:14][CH:13]=2)[CH:5]=1 |f:1.2.3|. The reactants are C=C(C)C(=O)Cl, CC(C)=O, [Na+], [OH-], O=C(O)C1CCCN1. Product: C=C(C)C(=O)N1CCCC1C(=O)O. Reaction SMILES: [C:9]([C:10](=[CH2:11])[CH3:12])(=[O:13])[Cl:14].[CH3:17][C:18](=[O:19])[CH3:20].[Na+:16].[OH-:15].[OH:1][C:2](=[O:3])[CH:4]1[CH2:5][CH2:6][CH2:7][NH:8]1>>[OH:1][C:2](=[O:3])[CH:4]1[CH2:5][CH2:6][CH2:7][N:8]1[C:9]([C:10](=[CH2:11])[CH3:12])=[O:13]. The reactants are C1=CC=C2C(=C1)C(=O)N(C2=O)CCBr (n-(2-bromoethyl)phthalimide), FC1=CC=C(N)C=C1 (4-fluoroaniline), CN(C)C=O (DMF), C([O-])([O-])=O.[Na+].[Na+] (sodium carbonate). Run in O (water). Reaction conditions: temperature 80 celsius, time 8 hour. The product is FC1=CC=C(C=C1)NCCN1C(C2=CC=CC=C2C1=O)=O (2-(2-(4-fluorophenylamino)ethyl)iso-indoline-1,3-dione). Reaction SMILES: [CH:1]1[CH:6]=[C:5]2[C:7]([N:9]([CH2:12][CH2:13]Br)[C:10](=[O:11])[C:4]2=[CH:3][CH:2]=1)=[O:8].[F:15][C:16]1[CH:22]=[CH:21][C:19]([NH2:20])=[CH:18][CH:17]=1.CN(C=O)C.C(=O)([O-])[O-].[Na+].[Na+]>O>[F:15][C:16]1[CH:22]=[CH:21][C:19]([NH:20][CH2:13][CH2:12][N:9]2[C:7](=[O:8])[C:5]3[C:4](=[CH:3][CH:2]=[CH:1][CH:6]=3)[C:10]2=[O:11])=[CH:18][CH:17]=1 |f:3.4.5|. Procedure: To a 50 mL round-bottomed flask was added n-(2-bromoethyl)phthalimide, 95% (508 mg, 1999 μmol, Aldrich), 4-fluoroaniline (193 μL, 1999 μmol, Aldrich), DMF (2 mL), sodium carbonate (336 mg, 3999 μmol). The reaction mixture was stirred at 80° C. for overnight. The reaction mixture was diluted with water (20 mL) and extracted with EtOAc (2×40 mL). The organic extract was washed with water (20 mL), saturated NaCl (20 mL), dried over Na2SO4, filtered and concentrated in vacuo and the residue was puri... Reactants: C(C)(=O)OCC=1C(=NC=CC1C1=CN(C(C(=C1)NC1=NN(C(=C1)C)CC)=O)C)N1C(C2=C(C=C(C=C2C=N1)C(C)(C)C)F)=O ((2-(6-tert-Butyl-8-fluoro-1-oxophthalazin-2(1H)-yl)-4-(5-(1-ethyl-5-methyl-1H-pyrazol-3-ylamino)-1-methyl-6-oxo-1,6-dihydropyridin-3-yl)pyridin-3-yl)methyl Acetate), [OH-].[Li+] (lithium hydroxide), C1CCOC1 (THF), C(C)(C)O (i-propanol). The solvent is O (water). Reaction conditions: time 0.5 hour. Product: C(C)(C)(C)C=1C=C2C=NN(C(C2=C(C1)F)=O)C1=NC=CC(=C1CO)C1=CN(C(C(=C1)NC1=NN(C(=C1)C)CC)=O)C (6-tert-butyl-2-[4-[5-[(1-ethyl-5-methyl-pyrazol-3-yl)amino]-1-methyl-6-oxo-3-pyridyl]-3-(hydroxymethyl)-2-pyridyl]-8-fluoro-phthalazin-1-one). The yield is 27.6%. As a reaction SMILES: C([O:4][CH2:5][C:6]1[C:7]([N:29]2[N:38]=[CH:37][C:36]3[C:31](=[C:32]([F:43])[CH:33]=[C:34]([C:39]([CH3:42])([CH3:41])[CH3:40])[CH:35]=3)[C:30]2=[O:44])=[N:8][CH:9]=[CH:10][C:11]=1[C:12]1[CH:17]=[C:16]([NH:18][C:19]2[CH:23]=[C:22]([CH3:24])[N:21]([CH2:25][CH3:26])[N:20]=2)[C:15](=[O:27])[N:14]([CH3:28])[CH:13]=1)(=O)C.[OH-].[Li+].C1COCC1.C(O)(C)C>O>[C:39]([C:34]1[CH:35]=[C:36]2[C:31](=[C:32]([F:43])[CH:33]=1)[C:30](=[O:44])[N:29]([C:7]1[C:6]([CH2:5][OH:4])=[C:11]([C:12]3[CH:17]=[C:16]([NH:18][C:19]4[CH:23]=[C:22]([CH3:24])[N:21]([CH2:25][CH3:26])[N:20]=4)[C:15](=[O:27])[N:14]([CH3:28])[CH:13]=3)[CH:10]=[CH:9][N:8]=1)[N:38]=[CH:37]2)([CH3:41])([CH3:40])[CH3:42] |f:1.2|. Reported procedure: A mixture of 118c (80 mg, 0.13 mmol), lithium hydroxide (13 mg, 0.53 mmol), THF (6 mL), i-propanol (4 mL) and water (2 mL) was stirred at room temperature for 0.5 h. The mixture was concentrated under reduced pressure and diluted with water (5 mL). It was then extracted with dichloromethane (2×10 mL). The combined dichloromethane extract was concentrated under reduced pressure and the residue was purified with reverse-phase prep-HPLC to afford 118 (20 mg, 26%) as a white solid. MS-ESI: [M+H]+ 55...